This data is from the Open Reaction Database (ORD), a public repository of structured organic reaction records. The task is: describe an organic reaction: reactants, conditions, products, and yield The reactants are ClC=1C(C(=C(C(C1Cl)=O)C#N)C#N)=O (2,3-dichloro-5,6-dicyano-benzoquinone), C1(=C(C=CC=C1)[Mg]Cl)C (o-Tolylmagnesium chloride), C(C)(C)(C)NC(C1=CN=C(C=C1)C)=O (N-tert.-butyl-6-methyl-nicotinamide), CO (methanol). Run in C1CCOC1 (THF). Reaction conditions: temperature 0 celsius, time 8 hour. The product is C(C)(C)(C)NC(C1=CN=C(C=C1C1=C(C=CC=C1)C)C)=O (N-tert.-butyl-6-methyl-4-o-tolyl-nicotinamide). Yield: 108.7%. RXN SMILES: [C:1]1([CH3:9])[CH:6]=[CH:5][CH:4]=[CH:3][C:2]=1[Mg]Cl.[C:10]([NH:14][C:15](=[O:23])[C:16]1[CH:21]=[CH:20][C:19]([CH3:22])=[N:18][CH:17]=1)([CH3:13])([CH3:12])[CH3:11].CO.ClC1C(=O)C(C#N)=C(C#N)C(=O)C=1Cl>C1COCC1>[C:10]([NH:14][C:15](=[O:23])[C:16]1[C:21]([C:2]2[CH:3]=[CH:4][CH:5]=[CH:6][C:1]=2[CH3:9])=[CH:20][C:19]([CH3:22])=[N:18][CH:17]=1)([CH3:13])([CH3:12])[CH3:11]. Procedure details: 38.9 ml (38.9 mMol) o-Tolylmagnesium chloride solution (1M in THF) were added over 15 minutes to a solution of 2.5 g (10.1 mMol) N-tert.-butyl-6-methyl-nicotinamide in 12.5 ml THF cooled to 0° C. The suspension obtained was stirred overnight at room temperature, then one more hour at 50° C. After cooling to 0° C., 2.1 ml (51.9 mMol) methanol were added over 30 minutes (exothermic!), followed after 10 minutes by 3.5 g (15.6 mMol) 2,3-dichloro-5,6-dicyano-benzoquinone. After one hour at room tempe... The reactants are Cl (hydrochloric acid), OC1=C(C=CC=C1)C1SC[C@H](N1)C(=O)O ((4R)-2-(2-hydroxyphenyl)-4-thiazolidinecarboxylic acid), C([O-])([O-])=O.[Na+].[Na+] (sodium carbonate), BrCCC(=O)Cl (3-bromopropanoyl chloride). Run in O (water). Run at time 2 hour. Yields the product BrCCC(=O)N1C(SC[C@H]1C(=O)O)C1=C(C=CC=C1)O ((4R)-3-(3-Bromopropanoyl)-2-(2-hydroxyphenyl)-4-thiazolidinecarboxylic acid). Yield: 67.5%. RXN SMILES: [OH:1][C:2]1[CH:7]=[CH:6][CH:5]=[CH:4][C:3]=1[CH:8]1[NH:12][C@H:11]([C:13]([OH:15])=[O:14])[CH2:10][S:9]1.C(=O)([O-])[O-].[Na+].[Na+].[Br:22][CH2:23][CH2:24][C:25](Cl)=[O:26].Cl>O>[Br:22][CH2:23][CH2:24][C:25]([N:12]1[C@H:11]([C:13]([OH:15])=[O:14])[CH2:10][S:9][CH:8]1[C:3]1[CH:4]=[CH:5][CH:6]=[CH:7][C:2]=1[OH:1])=[O:26] |f:1.2.3|. Procedure details: To a stirred solution of 22.5 g of (4R)-2-(2-hydroxyphenyl)-4-thiazolidinecarboxylic acid and 21.2 g of sodium carbonate in 200 ml of water, cooled by an ice-water bath, 18.8 g of 3-bromopropanoyl chloride is added dropwise. The resulting mixture is continuously stirred for 2 hr at room temperature, acidified with 2 N aqueous hydrochloric acid solution, and extracted with 300 ml of ethyl acetate. The organic layer is washed with brine and dried over sodium sulfate. After removal of ethyl acetate... Reactants: CCCCCCCCCCCCCCc1ccc(C(=O)OCC)[nH]1, CCO, [Na+], [OH-]. The product is CCCCCCCCCCCCCCc1ccc(C(=O)O)[nH]1. Reaction SMILES: [CH2:1]([CH2:2][CH2:3][CH2:4][CH2:5][CH2:6][CH2:7][CH2:8][CH2:9][CH2:10][CH2:11][CH2:12][CH2:13][CH3:14])[c:15]1[cH:16][cH:17][c:18]([C:20](=[O:21])[O:22][CH2:23][CH3:24])[nH:19]1.[CH3:27][CH2:28][OH:29].[Na+:26].[OH-:25]>>[CH2:1]([CH2:2][CH2:3][CH2:4][CH2:5][CH2:6][CH2:7][CH2:8][CH2:9][CH2:10][CH2:11][CH2:12][CH2:13][CH3:14])[c:15]1[cH:16][cH:17][c:18]([C:20](=[O:21])[OH:22])[nH:19]1. The reactants are COC(=O)C(C(=C)C)N1C(C(C1SN1C(C=2C(C1=O)=CC=CC2)=O)NC(COC2=CC=CC=C2)=O)=O (1-(1-methoxycarbonyl-2-methylprop-2-enyl)-3-phenoxyacetamido-4-phthalimidothio-azetidin-2-one), C1C(C)O1 (propylene oxide), BrN1C(CCC1=O)=O (N-bromosuccinimide). The reagents and catalysts are [Hg] (mercury). The solvent is ClCCCl (1,2-dichloroethane). Product: COC(=O)C(C(=C)CBr)N1C(C(C1SN1C(C=2C(C1=O)=CC=CC2)=O)NC(COC2=CC=CC=C2)=O)=O (1-(1-methoxycarbonyl-2-bromomethylprop-2-enyl)-3-phenoxyacetamido-4-phthalimidothio-azetidin-2-one). Isolated yield 34.3%. Reaction SMILES: [CH3:1][O:2][C:3]([CH:5]([N:9]1[CH:12]([S:13][N:14]2[C:18](=[O:19])[C:17]3=[CH:20][CH:21]=[CH:22][CH:23]=[C:16]3[C:15]2=[O:24])[CH:11]([NH:25][C:26](=[O:35])[CH2:27][O:28][C:29]2[CH:34]=[CH:33][CH:32]=[CH:31][CH:30]=2)[C:10]1=[O:36])[C:6]([CH3:8])=[CH2:7])=[O:4].C1OC1C.[Br:41]N1C(=O)CCC1=O>ClCCCl.[Hg]>[CH3:1][O:2][C:3]([CH:5]([N:9]1[CH:12]([S:13][N:14]2[C:15](=[O:24])[C:16]3=[CH:23][CH:22]=[CH:21][CH:20]=[C:17]3[C:18]2=[O:19])[CH:11]([NH:25][C:26](=[O:35])[CH2:27][O:28][C:29]2[CH:34]=[CH:33][CH:32]=[CH:31][CH:30]=2)[C:10]1=[O:36])[C:6]([CH2:8][Br:41])=[CH2:7])=[O:4]. Procedure: To a solution of 1-(1-methoxycarbonyl-2-methylprop-2-enyl)-3-phenoxyacetamido-4-phthalimidothio-azetidin-2-one 3.6 g (7 mmoles) in 230 ml of 1,2-dichloroethane were added 5 ml of propylene oxide and 1.9 g (10.5 mmoles) of N-bromosuccinimide. The mixture was irradiated under nitrogen for 2 hours at 14° C with a Hanovia TQ 150 mercury high pressure lamp using a Pyrex filter. After washing twice with 150 ml of a 0.067 molar aqueous potassium phosphate solution buffered to pH 5.8, washing twice with... The reactants are [I-].O1CCC(CC1)[Zn+] ((tetrahydro-2H-pyran-4-yl)zinc(II) iodide), COC1CCC(CC1)O (4-methoxycyclohexanol). Run in C1CCOC1 (THF). Yields the product solution, [I-].COC1CCC(CC1)[Zn+] ((4-methoxycyclohexyl)zinc(11) iodide). As a reaction SMILES: [I-:1].O1CCC([Zn+:8])CC1.[CH3:9][O:10][CH:11]1[CH2:16][CH2:15][CH:14](O)[CH2:13][CH2:12]1>C1COCC1>[I-:1].[CH3:9][O:10][CH:11]1[CH2:16][CH2:15][CH:14]([Zn+:8])[CH2:13][CH2:12]1 |f:0.1,4.5|. Reported procedure: The title compound was prepared in an analogous manner to (tetrahydro-2H-pyran-4-yl)zinc(II) iodide except that 4-methoxycyclohexanol was used instead of tetrahydro-2H-pyran-4-ol in Step 1 to afford a 0.28M solution of (4-methoxycyclohexyl)zinc(11) iodide in THF. Starting materials: BrC=1C(N(C=C(N1)Br)[C@H](CC)COC)=O (3,5-dibromo-1-[(1R)-1-(methoxymethyl)propyl]-2(1H)-pyrazinone), ClC=1C(=C(C=C2CCNC12)OC)F (7-chloro-6-fluoro-5-methoxyindoline). The product is BrC=1N=C(C(N(C1)[C@H](CC)COC)=O)N1CCC2=CC(=C(C(=C12)Cl)F)OC (5-Bromo-3-(7-chloro-6-fluoro-5-methoxy-2,3-dihydro-1H-indol-1-yl)-1-[(1R)-1-(methoxymethyl)propyl]-2(1H)-pyrazinone). Reaction SMILES: Br[C:2]1[C:3](=[O:15])[N:4]([C@@H:9]([CH2:12][O:13][CH3:14])[CH2:10][CH3:11])[CH:5]=[C:6]([Br:8])[N:7]=1.[Cl:16][C:17]1[C:18]([F:28])=[C:19]([O:26][CH3:27])[CH:20]=[C:21]2[C:25]=1[NH:24][CH2:23][CH2:22]2>>[Br:8][C:6]1[N:7]=[C:2]([N:24]2[C:25]3[C:21](=[CH:20][C:19]([O:26][CH3:27])=[C:18]([F:28])[C:17]=3[Cl:16])[CH2:22][CH2:23]2)[C:3](=[O:15])[N:4]([C@@H:9]([CH2:12][O:13][CH3:14])[CH2:10][CH3:11])[CH:5]=1. Procedure details: Prepared in a similar fashion as described for Example 413 using 3,5-dibromo-1-[(1R)-1-(methoxymethyl)propyl]-2(1H)-pyrazinone and 7-chloro-6-fluoro-5-methoxyindoline as the starting materials. mp 150–152° C.; 1H NMR (300 MHz, CDCl3): δ 7.09 (s, 1 H), 6.81 (d, J=7.3 Hz, 1 H), 4.95–4.90 (m, 1 H), 4.35 (t, J=8.1 Hz, 2 H), 3.89 (s, 3 H), 3.67 (dd, J=10.6, 5.8 Hz, 1 H), 3.56 (dd, J=10.6, 3.5 Hz, 1 H), 3.36 (s, 3 H), 3.09 (t, J=8.4 Hz, 2 H), 1.96–1.77 (m, 2 H), 0.94 (t, J=7.5 Hz, 3 H); HRMS (ESI) cal... Reactants: CCOC(=O)C (AcOEt), C(C)(C)NC(=O)C1=C(C(=CC2=CNN=C12)C)NC(=O)C=1N(N=C(C1)OC)C1=NC=CC=C1Cl (6-{[2-(3-chloro-pyridin-2-yl)-5-methoxy-2H-pyrazole-3-carbonyl]-amino}-5-methyl-2H-indazole-7-carboxylic acid isopropylamide), [H-].[Na+] (NaH), FC(S(=O)(=O)OCC(F)(F)F)(F)F (2,2,2-trifluoroethyl trifluoromethanesulfonate). The solvent is O (water), C1CCOC1 (THF). Conditions: time 1 hour. Product: C(C)(C)NC(=O)C1=C(C(=CC2=CN(N=C12)CC(F)(F)F)C)NC(=O)C=1N(N=C(C1)OC)C1=NC=CC=C1Cl (6-{[2-(3-chloro-pyridin-2-yl)-5-methoxy-2H-pyrazole-3-carbonyl]-amino}-5-methyl-2-(2,2,2-trifluoro-ethyl)-2H-indazole-7-carboxylic acid isopropylamide). As a reaction SMILES: [CH:1]([NH:4][C:5]([C:7]1[C:15]2[C:11](=[CH:12][NH:13][N:14]=2)[CH:10]=[C:9]([CH3:16])[C:8]=1[NH:17][C:18]([C:20]1[N:21]([C:27]2[C:32]([Cl:33])=[CH:31][CH:30]=[CH:29][N:28]=2)[N:22]=[C:23]([O:25][CH3:26])[CH:24]=1)=[O:19])=[O:6])([CH3:3])[CH3:2].[H-].[Na+].FC(F)(F)S(O[CH2:42][C:43]([F:46])([F:45])[F:44])(=O)=O.CCOC(C)=O>C1COCC1.O>[CH:1]([NH:4][C:5]([C:7]1[C:15]2[C:11](=[CH:12][N:13]([CH2:42][C:43]([F:46])([F:45])[F:44])[N:14]=2)[CH:10]=[C:9]([CH3:16])[C:8]=1[NH:17][C:18]([C:20]1[N:21]([C:27]2[C:32]([Cl:33])=[CH:31][CH:30]=[CH:29][N:28]=2)[N:22]=[C:23]([O:25][CH3:26])[CH:24]=1)=[O:19])=[O:6])([CH3:3])[CH3:2] |f:1.2|. Procedure details: A mixture of 6-{[2-(3-chloro-pyridin-2-yl)-5-methoxy-2H-pyrazole-3-carbonyl]-amino}-5-methyl-2H-indazole-7-carboxylic acid isopropylamide (500 mg, 1.07 mmol) and NaH (60%) (67 mg, 1.6 mmol) in THF (5 mL) was stirred for 1 hour at ambient temperature, and was treated with 2,2,2-trifluoroethyl trifluoromethanesulfonate (246 mg, 1.06 mmol). The resulting reaction mixture was stirred for 4 hours at 60° C. AcOEt and water was added. The phases were separated. The aqueous layer was extracted with AcOE... The reactants are BrCc1ccccc1, COc1ccccc1-c1cc2c(cc1OC)NC(=O)CN=C2c1cccc(C#N)c1. Yields the product COc1ccccc1-c1cc2c(cc1OC)N(Cc1ccccc1)C(=O)CN=C2c1cccc(C#N)c1. As a reaction SMILES: [CH2:31]([c:32]1[cH:33][cH:34][cH:35][cH:36][cH:37]1)[Br:38].[CH3:1][O:2][c:3]1[c:4](-[c:23]2[c:24]([O:29][CH3:30])[cH:25][cH:26][cH:27][cH:28]2)[cH:5][c:6]2[c:7]([cH:22]1)[NH:8][C:9](=[O:21])[CH2:10][N:11]=[C:12]2[c:13]1[cH:14][c:15]([C:16]#[N:17])[cH:18][cH:19][cH:20]1>>[CH3:1][O:2][c:3]1[c:4](-[c:23]2[c:24]([O:29][CH3:30])[cH:25][cH:26][cH:27][cH:28]2)[cH:5][c:6]2[c:7]([cH:22]1)[N:8]([CH2:31][c:32]1[cH:33][cH:34][cH:35][cH:36][cH:37]1)[C:9](=[O:21])[CH2:10][N:11]=[C:12]2[c:13]1[cH:14][c:15]([C:16]#[N:17])[cH:18][cH:19][cH:20]1. The reactants are COC(=O)COc1ccc(CC(C)NCC(O)c2csc(Cl)n2)cc1, CO, [Na+], [OH-]. Product: CC(Cc1ccc(OCC(=O)O)cc1)NCC(O)c1csc(Cl)n1. RXN SMILES: [C:1](=[O:2])([O:3][CH3:4])[CH2:5][O:6][c:7]1[cH:8][cH:9][c:10]([CH2:13][CH:14]([CH3:15])[NH:16][CH2:17][CH:18]([c:19]2[n:20][c:21]([Cl:24])[s:22][cH:23]2)[OH:25])[cH:11][cH:12]1.[CH3:28][OH:29].[Na+:27].[OH-:26]>>[C:1](=[O:2])([OH:3])[CH2:5][O:6][c:7]1[cH:8][cH:9][c:10]([CH2:13][CH:14]([CH3:15])[NH:16][CH2:17][CH:18]([c:19]2[n:20][c:21]([Cl:24])[s:22][cH:23]2)[OH:25])[cH:11][cH:12]1.